From a dataset of the Open Reaction Database (ORD), a public repository of structured organic reaction records. describe an organic reaction: reactants, conditions, products, and yield Reactants: ClC=1C=CC2=C(N(C(CC3N2C(=NC3)C)=O)C3=CC=CC=C3)C1 (8-chloro-1-methyl-6-phenyl-3,3a,4,6-tetrahydro-5H-imidazo[1,5-a][1,5]benzodiazepin-5-one). Reagents/catalysts: [O-2].[O-2].[Mn+4] (manganese dioxide). The solvent is C1(=CC=CC=C1)C (toluene). Product: ClC=1C=CC2=C(N(C(CC=3N2C(=NC3)C)=O)C3=CC=CC=C3)C1 (8-Chloro-4,6-dihydro-1-methyl-6-phenyl-5H-imidazo[1,5-a][1,5]benzodiazepin-5-one). As a reaction SMILES: [Cl:1][C:2]1[CH:3]=[CH:4][C:5]2[N:11]3[C:12]([CH3:15])=[N:13][CH2:14][CH:10]3[CH2:9][C:8](=[O:16])[N:7]([C:17]3[CH:22]=[CH:21][CH:20]=[CH:19][CH:18]=3)[C:6]=2[CH:23]=1>[O-2].[O-2].[Mn+4].C1(C)C=CC=CC=1>[Cl:1][C:2]1[CH:3]=[CH:4][C:5]2[N:11]3[C:12]([CH3:15])=[N:13][CH:14]=[C:10]3[CH2:9][C:8](=[O:16])[N:7]([C:17]3[CH:18]=[CH:19][CH:20]=[CH:21][CH:22]=3)[C:6]=2[CH:23]=1 |f:1.2.3|. Procedure details: A mixture of 7.2 g (0.022 moles) of 8-chloro-1-methyl-6-phenyl-3,3a,4,6-tetrahydro-5H-imidazo[1,5-a][1,5]benzodiazepin-5-one, 45 g of activated manganese dioxide and 1.5 l. of toluene was stirred and refluxed for 45 minutes. The manganese dioxide was filtered off and washed well with tetrahydrofuran and methylene chloride. The filtrate was evaporated and the residue was crystallized from ethyl acetate to yield end product with mp 276°-278° C.